Dataset: the Open Reaction Database (ORD), a public repository of structured organic reaction records. Task: describe an organic reaction: reactants, conditions, products, and yield Starting materials: CC(C(C=COS(=O)(=O)C=1C(=CC=CC1)C)=O)(CCCC)C (4,4-dimethyl-1-toluenesulfonyloxyocta-1-en-3-one), S(O)(O)(=O)=O (sulfuric acid), [I-].[Na+] (sodium iodide), [I-].[Li+] (lithium iodide). Solvent: CC(=O)C (acetone), C(Cl)(Cl)Cl (CHCl3). Yields the product CC(C(/C=C/I)=O)(CCCC)C (4,4-dimethyl-1-iodoocta-1E-en-3-one), CC(C(C=COS(=O)(=O)C=1C(=CC=CC1)C)=O)(CCCC)C (4,4-dimethyl-1-toluenesulfonyloxyocta-1-en-3-one). RXN SMILES: [CH3:1][C:2]([CH3:22])([CH2:18][CH2:19][CH2:20][CH3:21])[C:3](=[O:17])[CH:4]=[CH:5][O:6][S:7]([C:10]1[C:11]([CH3:16])=[CH:12][CH:13]=[CH:14][CH:15]=1)(=[O:9])=[O:8].[I-:23].[Na+].[I-].[Li+].S(=O)(=O)(O)O>CC(C)=O.C(Cl)(Cl)Cl>[CH3:1][C:2]([CH3:22])([CH2:18][CH2:19][CH2:20][CH3:21])[C:3](=[O:17])/[CH:4]=[CH:5]/[I:23].[CH3:1][C:2]([CH3:22])([CH2:18][CH2:19][CH2:20][CH3:21])[C:3](=[O:17])[CH:4]=[CH:5][O:6][S:7]([C:10]1[C:11]([CH3:16])=[CH:12][CH:13]=[CH:14][CH:15]=1)(=[O:9])=[O:8] |f:1.2,3.4|. Reported procedure: The sample of (25A) was dissolved in 250 ml of dry acetone and stirred overnight under argon with 25.2 g of sodium iodide and 1.0 g of lithium iodide. The (CHCl3) analysis the next day of the reaction mixture showed little or no reaction had taken place. A 0.25 ml portion of concentrated sulfuric acid was added to the dark colored reaction mixture and it was then heated to reflux using an oil bath. The mixture rapidly became very viscous and the analysis after a few minutes showed considerable a... The reactants are CCOCC, ClCCl, COC(=O)C=Cc1ccc(C=C(CO)c2ccc(F)cc2)cc1, O=[Cr](=O)([O-])Cl, c1cc[nH+]cc1. Product: COC(=O)C=Cc1ccc(C=C(C=O)c2ccc(F)cc2)cc1. RXN SMILES: [CH3:38][CH2:39][O:40][CH2:41][CH3:42].[Cl:35][CH2:36][Cl:37].[F:12][c:13]1[cH:14][cH:15][c:16]([C:19](=[CH:20][c:21]2[cH:22][cH:23][c:24]([CH:27]=[CH:28][C:29](=[O:30])[O:31][CH3:32])[cH:25][cH:26]2)[CH2:33][OH:34])[cH:17][cH:18]1.[O:1]=[Cr:2]([Cl:3])([O-:4])=[O:5].[nH+:6]1[cH:7][cH:8][cH:9][cH:10][cH:11]1>>[F:12][c:13]1[cH:14][cH:15][c:16]([C:19](=[CH:20][c:21]2[cH:22][cH:23][c:24]([CH:27]=[CH:28][C:29](=[O:30])[O:31][CH3:32])[cH:25][cH:26]2)[CH:33]=[O:34])[cH:17][cH:18]1. The reactants are FC=1C(NC(NC1)=O)=O (5-fluorouracil), C1(=CC=C(C=C1)S(=O)(=O)O)C (p-toluenesulfonic acid), O1CCC=C1 (2,3-dihydrofuran), O1CCC=C1 (2,3-dihydrofuran). The solvent is N1=CC=CC=C1 (pyridine), N1=CC=CC=C1 (pyridine). Product: O1C(CCC1)N1C(=O)NC(=O)C(=C1)F (1-(2-tetrahydrofuryl)-5-fluorouracil). Reaction SMILES: [F:1][C:2]1[C:3](=[O:9])[NH:4][C:5](=[O:8])[NH:6][CH:7]=1.C1(C)C=CC(S(O)(=O)=O)=CC=1.[O:21]1[CH:25]=[CH:24][CH2:23][CH2:22]1>N1C=CC=CC=1>[O:21]1[CH2:25][CH2:24][CH2:23][CH:22]1[N:6]1[CH:7]=[C:2]([F:1])[C:3](=[O:9])[NH:4][C:5]1=[O:8]. Procedure details: In 50 ml of pyridine were dissolved 2.5 g of 5-fluorouracil and 0.4 g of p-toluenesulfonic acid. To this solution were added 1.5 ml of 2,3-dihydrofuran and the mixture was reacted for 6 hours at 120° C. in an oil bath. Further, 3 ml of 2,3-dihydrofuran in 4 portions were added and the mixture was reacted for 15 hours. After completion of the reaction, pyridine was removed from the reaction liquid by distillation and the residue was dissolved in 100 ml of chloroform and filtered to separate insol... Reactants: C(C)OC(C1=CC(C(=O)N(CCC)C)=CC(=C1)C(C)=O)=O (5-acetyl-N-methyl-N-propyl-isophthalamic acid ethyl ester), [OH-].[Na+] (NaOH), Cl (HCl). Solvent: C(C)O (ethanol). Yields the product C(C)(=O)C=1C=C(C=C(C(=O)O)C1)C(=O)N(CCC)C (5-Acetyl-N-methyl-N-propyl-isophthalamic acid). Yield: 101.5%. RXN SMILES: C([O:3][C:4](=[O:21])[C:5]1[CH:17]=[C:16]([C:18](=[O:20])[CH3:19])[CH:15]=[C:7]([C:8]([N:10]([CH3:14])[CH2:11][CH2:12][CH3:13])=[O:9])[CH:6]=1)C.[OH-].[Na+].Cl>C(O)C>[C:18]([C:16]1[CH:15]=[C:7]([C:8]([N:10]([CH3:14])[CH2:11][CH2:12][CH3:13])=[O:9])[CH:6]=[C:5]([CH:17]=1)[C:4]([OH:21])=[O:3])(=[O:20])[CH3:19] |f:1.2|. Reported procedure: Treat a solution of 5-acetyl-N-methyl-N-propyl-isophthalamic acid ethyl ester (196 mg, 0.67 mmol) in ethanol (7 mL) at room temperature with 2 N NaOH (0.5 mL, 1.0 mmol) for 12 h. Acidify to about pH=3 using 1 N HCl. Extract with ethyl acetate (50 mL), dry (magnesium sulfate) and concentrate to give the title compound (179 mg, 95%). Reactants: CCCCCC (hexane), ClC1=CC=C(C=C1)S(=O)(=O)CC1=C(C=CC(=C1)F)F (2-[(4-chlorophenyl)sulfonylmethyl]-1,4-difluorobenzene), N1=CC=C(C=C1)CO (4-pyridylmethanol), C(#N)C=P(CCCC)(CCCC)CCCC (cyanomethylenetri-n-butylphosphorane). The solvent is C(C)(=O)OCC (ethyl acetate), C1(=CC=CC=C1)C (toluene). The product is ClC1=CC=C(C=C1)S(=O)(=O)C(CC1=CC=NC=C1)C1=C(C=CC(=C1)F)F (4-[2-[(4-Chlorophenyl)sulfonyl]-2-(2,5-difluorophenyl)ethyl]pyridine). Isolated yield 31.4%. Reaction SMILES: [Cl:1][C:2]1[CH:7]=[CH:6][C:5]([S:8]([CH2:11][C:12]2[CH:17]=[C:16]([F:18])[CH:15]=[CH:14][C:13]=2[F:19])(=[O:10])=[O:9])=[CH:4][CH:3]=1.[N:20]1[CH:25]=[CH:24][C:23]([CH2:26]O)=[CH:22][CH:21]=1.C(C=P(CCCC)(CCCC)CCCC)#N.CCCCCC>C1(C)C=CC=CC=1.C(OCC)(=O)C>[Cl:1][C:2]1[CH:7]=[CH:6][C:5]([S:8]([CH:11]([C:12]2[CH:17]=[C:16]([F:18])[CH:15]=[CH:14][C:13]=2[F:19])[CH2:26][C:23]2[CH:24]=[CH:25][N:20]=[CH:21][CH:22]=2)(=[O:10])=[O:9])=[CH:4][CH:3]=1. Procedure details: Under an argon atmosphere, the 2-[(4-chlorophenyl)sulfonylmethyl]-1,4-difluorobenzene (200 mg, 0.660 mmol) obtained in Example 5 and 4-pyridylmethanol (144 mg, 1.32 mmol) were dissolved in toluene (6 ml), followed by the addition of cyanomethylenetri-n-butylphosphorane (318 mg, 1.32 mmol). The resulting mixture was heated under reflux for 15 hours under an argon atmosphere. The reaction mixture was then concentrated. The residue thus obtained was subjected to flash chromatography on a silica gel... Reactants: C(C)OC(CCCOC1=C(C(=CC=C1)CCCCCCOC1=CC(=CC(=C1)S(=O)(=O)CCC)Br)CCC(=O)OCC)=O (4-[3-[6-(3-bromo-5-(propane-1-sulfonyl)-phenoxy)-hexyl]-2-(2-ethoxycarbonyl-ethyl)-phenoxy]-butyric acid ethyl ester), ClC1=CC=C(C=C1)B(O)O (4-chloro-phenylboronic acid), C([O-])([O-])=O.[Cs+].[Cs+] (cesium carbonate). The reagents and catalysts are C1=CC=C(C=C1)P([C-]2C=CC=C2)C3=CC=CC=C3.C1=CC=C(C=C1)P([C-]2C=CC=C2)C3=CC=CC=C3.Cl[Pd]Cl.[Fe+2] ([1,1′-bis(diphenylphosphino)ferrocene]dichloropalladium(II)). The product is C(C)OC(CCCOC1=C(C(=CC=C1)CCCCCCOC=1C=C(C=C(C1)S(=O)(=O)CCC)C1=CC=C(C=C1)Cl)CCC(=O)OCC)=O (4-[2-(2-ethoxycarbonyl-ethyl)-3-[6-(5-(propane-1-sulfonyl)-4′-chloro-biphenyl-3-yloxy)-hexyl]-phenoxy]-butyric acid ethyl ester). Isolated yield 90.3%. RXN SMILES: [CH2:1]([O:3][C:4](=[O:42])[CH2:5][CH2:6][CH2:7][O:8][C:9]1[CH:14]=[CH:13][CH:12]=[C:11]([CH2:15][CH2:16][CH2:17][CH2:18][CH2:19][CH2:20][O:21][C:22]2[CH:27]=[C:26]([S:28]([CH2:31][CH2:32][CH3:33])(=[O:30])=[O:29])[CH:25]=[C:24](Br)[CH:23]=2)[C:10]=1[CH2:35][CH2:36][C:37]([O:39][CH2:40][CH3:41])=[O:38])[CH3:2].[Cl:43][C:44]1[CH:49]=[CH:48][C:47](B(O)O)=[CH:46][CH:45]=1.C(=O)([O-])[O-].[Cs+].[Cs+]>C1C=CC(P(C2C=CC=CC=2)[C-]2C=CC=C2)=CC=1.C1C=CC(P(C2C=CC=CC=2)[C-]2C=CC=C2)=CC=1.Cl[Pd]Cl.[Fe+2]>[CH2:1]([O:3][C:4](=[O:42])[CH2:5][CH2:6][CH2:7][O:8][C:9]1[CH:14]=[CH:13][CH:12]=[C:11]([CH2:15][CH2:16][CH2:17][CH2:18][CH2:19][CH2:20][O:21][C:22]2[CH:23]=[C:24]([C:47]3[CH:48]=[CH:49][C:44]([Cl:43])=[CH:45][CH:46]=3)[CH:25]=[C:26]([S:28]([CH2:31][CH2:32][CH3:33])(=[O:30])=[O:29])[CH:27]=2)[C:10]=1[CH2:35][CH2:36][C:37]([O:39][CH2:40][CH3:41])=[O:38])[CH3:2] |f:2.3.4,5.6.7.8|. Reported procedure: A similar procedure as described in Example 41, step 1 was used, starting from 4-[3-[6-(3-bromo-5-(propane-1-sulfonyl)-phenoxy)-hexyl]-2-(2-ethoxycarbonyl-ethyl)-phenoxy]-butyric acid ethyl ester (220 mg, 0.33 mmol), 4-chloro-phenylboronic acid (108 mg, 0.66 mmol), [1,1′-bis(diphenylphosphino)ferrocene]dichloropalladium(II) (36 mg, 0.049 mmol), and cesium carbonate (217 mg, 0.66 mmol) to afford 4-[2-(2-ethoxycarbonyl-ethyl)-3-[6-(5-(propane-1-sulfonyl)-4′-chloro-biphenyl-3-yloxy)-hexyl]-phenoxy]...